Dataset: the Open Reaction Database (ORD), a public repository of structured organic reaction records. Task: describe an organic reaction: reactants, conditions, products, and yield The reactants are COC(=O)Cc1ccc(OC)c(Oc2ccc(Br)cc2CN2C(=O)OC(c3ccccc3)C2C)c1, COc1ccc(B(O)O)cc1. Yields the product COc1ccc(CC(=O)O)cc1Oc1ccc(Br)cc1CN1C(=O)OC(c2ccccc2)C1C. RXN SMILES: [CH3:1][O:2][C:3]([CH2:4][c:5]1[cH:6][c:7]([O:13][c:14]2[c:15]([CH2:21][N:22]3[C:23](=[O:34])[O:24][CH:25]([c:28]4[cH:29][cH:30][cH:31][cH:32][cH:33]4)[CH:26]3[CH3:27])[cH:16][c:17]([Br:20])[cH:18][cH:19]2)[c:8]([O:11][CH3:12])[cH:9][cH:10]1)=[O:35].[CH3:36][O:37][c:38]1[cH:39][cH:40][c:41]([B:42]([OH:43])[OH:44])[cH:45][cH:46]1>>[O:2]=[C:3]([CH2:4][c:5]1[cH:6][c:7]([O:13][c:14]2[c:15]([CH2:21][N:22]3[C:23](=[O:34])[O:24][CH:25]([c:28]4[cH:29][cH:30][cH:31][cH:32][cH:33]4)[CH:26]3[CH3:27])[cH:16][c:17]([Br:20])[cH:18][cH:19]2)[c:8]([O:11][CH3:12])[cH:9][cH:10]1)[OH:35]. Starting materials: O (water), Cl.[N+](=O)([O-])C=1C=C(C=CC1Cl)C(O)C1=NC=CC=C1 (3-nitro-4-chlorophenyl-2-pyridyl methanol hydrochloride), ice water. Reagents/catalysts: [O-2].[O-2].[O-2].[Cr+6] (chromium trioxide). The solvent is C(C)(=O)O (acetic acid). Product: [N+](=O)([O-])C=1C=C(C(=O)C2=NC=CC=C2)C=CC1Cl (2-(3-nitro-4-chlorobenzoyl)pyridine). Reaction SMILES: O.Cl.[N+:3]([C:6]1[CH:7]=[C:8]([CH:13]([C:15]2[CH:20]=[CH:19][CH:18]=[CH:17][N:16]=2)[OH:14])[CH:9]=[CH:10][C:11]=1[Cl:12])([O-:5])=[O:4]>[O-2].[O-2].[O-2].[Cr+6].C(O)(=O)C>[N+:3]([C:6]1[CH:7]=[C:8]([CH:9]=[CH:10][C:11]=1[Cl:12])[C:13]([C:15]1[CH:20]=[CH:19][CH:18]=[CH:17][N:16]=1)=[O:14])([O-:5])=[O:4] |f:1.2,3.4.5.6|. Procedure details: A solution of 27 g. (0.27 mol) of chromium trioxide in 250 ml. of water was added to a solution of 80 g. (0.266 mol) of 3-nitro-4-chlorophenyl-2-pyridyl methanol hydrochloride in 800 ml. of 75% acetic acid at 45° C. and the mixture was heated to 75° C. for 1 hr. The resulting dark green solution was poured into 3 liters of ice-water. The resulting product was filtered off, washed with water, dissolved in methylene chloride, dried with sodium sulfate and concentrated in vacuo to yield 2-(3-nitro-... The reactants are BrC1=NC=C(C(=C1)C)Br (2.5-Dibromo-4-methylpyridine), BrN1C(CCC1=O)=O (N-bromosuccinimide), C(C)(=O)[O-].[K+] (potassium acetate), C1COCCOCCOCCOCCOCCO1 (18-crown-6). Solvent: C(C)(=O)OCC (ethyl acetate), C(Cl)(Cl)(Cl)Cl (carbon tetrachloride), C(C)#N (acetonitrile). Conditions: temperature 5 celsius. Yields the product BrC1=NC=C(C(=C1)COC(C)=O)Br (2.5-Dibromo-4-acetoxymethylpyridine). The yield is 20.5%. As a reaction SMILES: [Br:1][C:2]1[CH:7]=[C:6]([CH3:8])[C:5]([Br:9])=[CH:4][N:3]=1.BrN1C(=O)CCC1=O.[C:18]([O-:21])(=[O:20])[CH3:19].[K+].C1OCCOCCOCCOCCOCCOC1>C(Cl)(Cl)(Cl)Cl.C(#N)C.C(OCC)(=O)C>[Br:1][C:2]1[CH:7]=[C:6]([CH2:8][O:21][C:18](=[O:20])[CH3:19])[C:5]([Br:9])=[CH:4][N:3]=1 |f:2.3|. Procedure details: 2.5-Dibromo-4-methylpyridine(26.06 g, 103.8 mmol) and N-bromosuccinimide (27.72 g, 155.7 mmol) in carbon tetrachloride (500 ml) were heated to reflux over a 150 W light bulb for 2 h. Cooling to 5° C., filtration and evaporation to dryness under reduced pressure gave the crude brominated products which were treated with potassium acetate (66.0 g, 673 mmol) and 18-crown-6 (3.00 g, 11.4 mmol) in acetonitrile (500 ml) at room temperature for 40 h. Filtration and evaporation of the filtrate to drynes... Starting materials: CC(CC(=O)OC)(C=C)C (methyl 3,3-dimethylpent-4-enoate), [OH-].[K+] (potassium hydroxide). The solvent is C(C)O (ethanol). Yields the product CC(CC(=O)O)(C=C)C (3,3-Dimethylpent-4-enoic Acid). Isolated yield 77.0%. RXN SMILES: [CH3:1][C:2]([CH3:10])([CH:8]=[CH2:9])[CH2:3][C:4]([O:6]C)=[O:5].[OH-].[K+]>C(O)C>[CH3:1][C:2]([CH3:10])([CH:8]=[CH2:9])[CH2:3][C:4]([OH:6])=[O:5] |f:1.2|. Procedure details: To a solution of methyl 3,3-dimethylpent-4-enoate (0.5 mole) in 500 ml of ethanol (95% grade) was added potassium hydroxide (1 mole). The solution was refluxed for 1.5 hours. After cooling down to room temperature, the solution was concentrated to 200 ml on a rotary evaporator, and acidified by the addition of 5N H2SO4 solution. The product was isolated by extraction with diethyl ether (3×200 mls). After removal of the solvent, the crude product was distilled under reduced pressure to yield the ... Reactants: CN(CC(CN1C2=CC=CC=C2C=2C3=C(C4=C(C12)N(C=1C=CC=CC14)C)C(OC3=O)=O)O)C ((±)-12-(3-Dimethylamino-2-hydroxy-1-propyl)-6,7,12,13-tetrahydro-13-methyl-5,7-dioxoindolo[2,3-a]furano[3,4-c]carbazole), N (ammonia). The product is CN(CC(CN1C2=CC=CC=C2C=2C3=C(C4=C(C12)N(C=1C=CC=CC14)C)C(NC3=O)=O)O)C ((±)-12-(3-Dimethylamino-2-hydroxy-1-propyl)-6,7,12,13-tetrahydro-13-methyl-5,7-dioxo-5H-indolo[2,3-a]-pyrrolo[3,4-c]carbazole). As a reaction SMILES: [CH3:1][N:2]([CH3:33])[CH2:3][CH:4]([OH:32])[CH2:5][N:6]1[C:18]2[C:17]3[N:19]([CH3:26])[C:20]4[CH:21]=[CH:22][CH:23]=[CH:24][C:25]=4[C:16]=3[C:15]3[C:27](=[O:31])[O:28][C:29](=O)[C:14]=3[C:13]=2[C:12]2[C:7]1=[CH:8][CH:9]=[CH:10][CH:11]=2.[NH3:34]>>[CH3:33][N:2]([CH3:1])[CH2:3][CH:4]([OH:32])[CH2:5][N:6]1[C:18]2[C:17]3[N:19]([CH3:26])[C:20]4[CH:21]=[CH:22][CH:23]=[CH:24][C:25]=4[C:16]=3[C:15]3[C:27](=[O:31])[NH:34][C:29](=[O:28])[C:14]=3[C:13]=2[C:12]2[C:7]1=[CH:8][CH:9]=[CH:10][CH:11]=2. Procedure details: 750 mg (1.7 mmol) (±)-12-(3-Dimethylamino-2-hydroxy-1-propyl)-6,7,12,13-tetrahydro-13-methyl-5,7-dioxoindolo[2,3-a]furano[3,4-c]carbazole are heated in an autoclave with 50 ml ammonia-saturated ethanol for 20 hours at 140° C. The undissolved product is filtered off and again crystallised from ethanol. (±)-12-(3-Dimethylamino-2-hydroxy-1-propyl)-6,7,12,13-tetrahydro-13-methyl-5,7-dioxo-5H-indolo[2,3-a]-pyrrolo[3,4-c]carbazole is obtained in the form of a yellow amorphous powder; m.p. 260°-270° C. The reactants are OC1=CC=C(C=O)C=C1 (4-hydroxybenzaldehyde), FC1=CC=C(C=C1)CCCCO (4-(4-fluorophenyl)-1-butanol). Product: FC1=CC=C(C=C1)CCCCOC1=CC=C(C=O)C=C1 (4-[4-(4-Fluorophenyl)butoxy]benzaldehyde). The yield is 43.0%. As a reaction SMILES: [OH:1][C:2]1[CH:9]=[CH:8][C:5]([CH:6]=[O:7])=[CH:4][CH:3]=1.[F:10][C:11]1[CH:16]=[CH:15][C:14]([CH2:17][CH2:18][CH2:19][CH2:20]O)=[CH:13][CH:12]=1>>[F:10][C:11]1[CH:16]=[CH:15][C:14]([CH2:17][CH2:18][CH2:19][CH2:20][O:1][C:2]2[CH:9]=[CH:8][C:5]([CH:6]=[O:7])=[CH:4][CH:3]=2)=[CH:13][CH:12]=1. Procedure details: Following the process described in example 18 (point A), starting from 4-hydroxybenzaldehyde and 4-(4-fluorophenyl)-1-butanol, the title compound was prepared (43% yield). The reactants are ClC1=C(C#N)C(=CC(=N1)NC1=NNC(=C1)C)C (2-chloro-6-(5-methyl-1H-pyrazol-3-ylamino)-4-methylnicotinonitrile), Cl.CC1=CC=C(C=N1)OCCN (2-(6-methylpyridin-3-yloxy)ethylamine hydrochloride), C(O)([O-])=O.[Na+] (sodium hydrogencarbonate), CS(=O)C (DMSO). Run at temperature 100 celsius, time 27 hour. Solvent: O (water). The yield is 19.8%. Reaction SMILES: Cl[C:2]1[N:9]=[C:8]([NH:10][C:11]2[CH:15]=[C:14]([CH3:16])[NH:13][N:12]=2)[CH:7]=[C:6]([CH3:17])[C:3]=1[C:4]#[N:5].Cl.[CH3:19][C:20]1[N:25]=[CH:24][C:23]([O:26][CH2:27][CH2:28][NH2:29])=[CH:22][CH:21]=1.C(=O)([O-])O.[Na+].CS(C)=O>O>[CH3:19][C:20]1[N:25]=[CH:24][C:23]([O:26][CH2:27][CH2:28][NH:29][C:2]2[N:9]=[C:8]([NH:10][C:11]3[CH:15]=[C:14]([CH3:16])[NH:13][N:12]=3)[CH:7]=[C:6]([CH3:17])[C:3]=2[C:4]#[N:5])=[CH:22][CH:21]=1 |f:1.2,3.4|. Procedure details: Compound A (300 mg, 1.22 mmol), 2-(6-methylpyridin-3-yloxy)ethylamine hydrochloride (549 mg) and sodium hydrogencarbonate (1.02 g) were added to DMSO (10 ml), and the mixture was stirred at 100° C. for 27 hr. After stirring, the reaction mixture was added to cold water, and the mixture was extracted with ethyl acetate. The organic layer was washed with saturated brine, and concentrated, and the residue was washed by suspending in ethyl acetate to give the object compound of 2-(2-(6-methylpyridin... Yields the product CC1=CC=C(C=N1)OCCNC1=C(C#N)C(=CC(=N1)NC1=NNC(=C1)C)C (2-(2-(6-methylpyridin-3-yloxy)ethylamino)-6-(5-methyl-1H-pyrazol-3-ylamino)-4-methylnicotinonitrile). The reactants are C=1(C(=CC=CC1)N)N (benzene-1,2-diamine), ClC=1C=CC(=C(C(=O)O)C1)OC (5-chloro-2-methoxy-benzoic acid), [OH-].[K+] (KOH). Run at temperature 200 celsius, time 5 hour. Yields the product N1C(=NC2=C1C=CC=C2)C2=C(C=CC(=C2)Cl)O (2-(1H-benzo[d]imidazol-2-yl)-4-chlorophenol). The yield is 26.7%. RXN SMILES: [C:1]1([NH2:8])[C:2]([NH2:7])=[CH:3][CH:4]=[CH:5][CH:6]=1.[Cl:9][C:10]1[CH:11]=[CH:12][C:13]([O:19]C)=[C:14]([CH:18]=1)[C:15](O)=O.[OH-].[K+]>>[NH:7]1[C:2]2[CH:3]=[CH:4][CH:5]=[CH:6][C:1]=2[N:8]=[C:15]1[C:14]1[CH:18]=[C:10]([Cl:9])[CH:11]=[CH:12][C:13]=1[OH:19] |f:2.3|. Procedure: A mixture of benzene-1,2-diamine (500 mg, 4.6 mmol), 5-chloro-2-methoxy-benzoic acid (1.3 g, 6.9 mmol) in PPA (30 mL) was allowed to stir at 200° C. for 5 hours. The mixture was poured to ice and neutralized with KOH. The mixture was extracted with ethyl acetate. The organic layer was washed with brine and dried over Na2SO4. The organic phase was concentrated to provide 2-(1H-benzo[d]imidazol-2-yl)-4-chlorophenol (300 mg, yield: 27%). 1H-NMR (DMSO-d6, 400 MHz) δ 8.20 (d, J=2.5 Hz, 1H), 7.73˜7.70...